This data is from the Open Reaction Database (ORD), a public repository of structured organic reaction records. The task is: describe an organic reaction: reactants, conditions, products, and yield Starting materials: C=C(CC(NC(=O)OC(C)(C)C)C(=O)OCC)CC(NC=O)(C(=O)OCC)C(=O)OCC, O=C([O-])[O-], CN(C)C=O, [Cs+], [Cs+], Nc1ccc(S)cc1. Product: C=C(CC(NC=O)C(=O)OCC)CC(NC(=O)OC(C)(C)C)C(=O)OCC. RXN SMILES: [C:15]([CH3:16])([CH3:17])([CH3:18])[O:19][C:20](=[O:21])[NH:22][CH:23]([CH2:24][C:25]([CH2:26][C:27]([C:28](=[O:29])[O:30][CH2:31][CH3:32])([C:33]([O:34][CH2:35][CH3:36])=[O:37])[NH:38][CH:39]=[O:40])=[CH2:41])[C:42](=[O:43])[O:44][CH2:45][CH3:46].[C:1](=[O:2])([O-:3])[O-:4].[CH3:47][N:48]([CH3:49])[CH:50]=[O:51].[Cs+:5].[Cs+:6].[NH2:7][c:8]1[cH:9][cH:10][c:11]([SH:12])[cH:13][cH:14]1>>[C:15]([CH3:16])([CH3:17])([CH3:18])[O:19][C:20](=[O:21])[NH:22][CH:23]([CH2:24][C:25]([CH2:26][CH:27]([C:28](=[O:29])[O:30][CH2:31][CH3:32])[NH:38][CH:39]=[O:40])=[CH2:41])[C:42](=[O:43])[O:44][CH2:45][CH3:46]. Reactants: CCO, CCC(CC)Nc1nc(Cl)ncc1[N+](=O)[O-], Cl, Cl[Sn]Cl. Yields the product CCC(CC)Nc1nc(Cl)ncc1N. As a reaction SMILES: [CH3:21][CH2:22][OH:23].[Cl:1][c:2]1[n:3][cH:4][c:5]([N+:14]([O-:15])=[O:16])[c:6]([NH:8][CH:9]([CH2:10][CH3:11])[CH2:12][CH3:13])[n:7]1.[ClH:20].[Sn:17]([Cl:18])[Cl:19]>>[Cl:1][c:2]1[n:3][cH:4][c:5]([NH2:14])[c:6]([NH:8][CH:9]([CH2:10][CH3:11])[CH2:12][CH3:13])[n:7]1. Starting materials: O=C(c1ccc(O)cc1)c1ccc(Br)cc1, O=C1CCCCC1, C1CCOC1, [Zn]. Product: Oc1ccc(C(=C2CCCCC2)c2ccc(Br)cc2)cc1. As a reaction SMILES: [Br:1][c:2]1[cH:3][cH:4][c:5]([C:8](=[O:9])[c:10]2[cH:11][cH:12][c:13]([OH:16])[cH:14][cH:15]2)[cH:6][cH:7]1.[O:17]=[C:18]1[CH2:19][CH2:20][CH2:21][CH2:22][CH2:23]1.[O:24]1[CH2:25][CH2:26][CH2:27][CH2:28]1.[Zn:29]>>[Br:1][c:2]1[cH:3][cH:4][c:5]([C:8]([c:10]2[cH:11][cH:12][c:13]([OH:16])[cH:14][cH:15]2)=[C:18]2[CH2:19][CH2:20][CH2:21][CH2:22][CH2:23]2)[cH:6][cH:7]1. Reactants: ClC1=CC=C(C=C1)C1=NC(=NC(=C1)C(F)(F)F)I (4-(4-chloro-phenyl)-2-iodo-6-trifluoromethyl-pyrimidine), ClC1=NC=CC(=C1)I (2-chloro-4-iodo-pyridine). Yields the product ClC1=CC=C(C=C1)C1=NC(=NC(=C1)C(F)(F)F)C1=CC(=NC=C1)Cl (4-(4-Chloro-phenyl)-2-(2-chloro-pyridin-4-yl)-6-trifluoromethyl-pyrimidine), solid. Yield: 45.0%. As a reaction SMILES: [Cl:1][C:2]1[CH:7]=[CH:6][C:5]([C:8]2[CH:13]=[C:12]([C:14]([F:17])([F:16])[F:15])[N:11]=[C:10](I)[N:9]=2)=[CH:4][CH:3]=1.[Cl:19][C:20]1[CH:25]=[C:24](I)[CH:23]=[CH:22][N:21]=1>>[Cl:1][C:2]1[CH:7]=[CH:6][C:5]([C:8]2[CH:13]=[C:12]([C:14]([F:17])([F:16])[F:15])[N:11]=[C:10]([C:24]3[CH:23]=[CH:22][N:21]=[C:20]([Cl:19])[CH:25]=3)[N:9]=2)=[CH:4][CH:3]=1. Reported procedure: The title compound was prepared from 4-(4-chloro-phenyl)-2-iodo-6-trifluoromethyl-pyrimidine (example A.3) (1.21 g, 3.15 mmol) and commercially available 2-chloro-4-iodo-pyridine [CAS No. 153034-86-7] (765 mg, 3.2 mmol) according to the general procedure IVc protocol a. Obtained as a light yellow solid (0.53 g, 45%). MS (ISP) 369.8 [(M+H)+]; mp 151° C. Starting materials: CCO, [Cl-], [In], [NH4+], [Na+], O=[N+]([O-])c1ccc(-c2nnc(CSCCOc3ccccc3)o2)cc1, [OH-]. The product is Nc1ccc(-c2nnc(CSCCOc3ccccc3)o2)cc1. RXN SMILES: [CH3:31][CH2:32][OH:33].[Cl-:27].[In:26].[NH4+:28].[Na+:30].[O:1]([c:2]1[cH:3][cH:4][cH:5][cH:6][cH:7]1)[CH2:8][CH2:9][S:10][CH2:11][c:12]1[o:13][c:14](-[c:17]2[cH:18][cH:19][c:20]([N+:23]([O-:24])=[O:25])[cH:21][cH:22]2)[n:15][n:16]1.[OH-:29]>>[O:1]([c:2]1[cH:3][cH:4][cH:5][cH:6][cH:7]1)[CH2:8][CH2:9][S:10][CH2:11][c:12]1[o:13][c:14](-[c:17]2[cH:18][cH:19][c:20]([NH2:23])[cH:21][cH:22]2)[n:15][n:16]1. The reactants are CC(C)(C)OC(=O)N1CCC(CC=C(Br)Br)C1, [Li]CCCC. Product: C#CCC1CCN(C(=O)OC(C)(C)C)C1. RXN SMILES: [Br:1][C:2](=[CH:3][CH2:4][CH:5]1[CH2:6][N:7]([C:10](=[O:11])[O:12][C:13]([CH3:14])([CH3:15])[CH3:16])[CH2:8][CH2:9]1)[Br:17].[Li:18][CH2:19][CH2:20][CH2:21][CH3:22]>>[CH:2]#[C:3][CH2:4][CH:5]1[CH2:6][N:7]([C:10](=[O:11])[O:12][C:13]([CH3:14])([CH3:15])[CH3:16])[CH2:8][CH2:9]1. Starting materials: CCN(C(C)C)C(C)C, Cn1ncc(Cl)c1-c1cc(C(=O)O)sc1Cl, ClCCl, NC(Cc1cccc(F)c1)CN1C(=O)c2ccccc2C1=O. As a reaction SMILES: [CH:39]([N:40]([CH2:41][CH3:42])[CH:43]([CH3:44])[CH3:45])([CH3:46])[CH3:47].[Cl:1][c:2]1[c:3](-[c:10]2[c:11]([Cl:16])[cH:12][n:13][n:14]2[CH3:15])[cH:4][c:5]([C:7](=[O:8])[OH:9])[s:6]1.[Cl:48][CH2:49][Cl:50].[NH2:17][CH:18]([CH2:19][N:20]1[C:21](=[O:30])[c:22]2[cH:23][cH:24][cH:25][cH:26][c:27]2[C:28]1=[O:29])[CH2:31][c:32]1[cH:33][c:34]([F:38])[cH:35][cH:36][cH:37]1>>[Cl:1][c:2]1[c:3](-[c:10]2[c:11]([Cl:16])[cH:12][n:13][n:14]2[CH3:15])[cH:4][c:5]([C:7](=[O:9])[NH:17][CH:18]([CH2:19][N:20]2[C:21](=[O:30])[c:22]3[cH:23][cH:24][cH:25][cH:26][c:27]3[C:28]2=[O:29])[CH2:31][c:32]2[cH:33][c:34]([F:38])[cH:35][cH:36][cH:37]2)[s:6]1. The product is Cn1ncc(Cl)c1-c1cc(C(=O)NC(Cc2cccc(F)c2)CN2C(=O)c3ccccc3C2=O)sc1Cl.